This data is from the Open Reaction Database (ORD), a public repository of structured organic reaction records. The task is: describe an organic reaction: reactants, conditions, products, and yield Reactants: C(C)OC(=O)C=1C=C2C(=C(C=NC2=CC1)C#N)Cl (4-chloro-3-cyano-quinoline-6-carboxylic acid ethyl ester), C(CCCCC)B(O)O (n-hexylboronic acid), C([O-])([O-])=O.[Na+].[Na+] (sodium carbonate). Product: C(C)OC(=O)C=1C=C2C(=C(C=NC2=CC1)C#N)CCCCCC (3-cyano-4-hexyl-quinoline-6-carboxylic acid ethyl ester). As a reaction SMILES: [CH2:1]([O:3][C:4]([C:6]1[CH:7]=[C:8]2[C:13](=[CH:14][CH:15]=1)[N:12]=[CH:11][C:10]([C:16]#[N:17])=[C:9]2Cl)=[O:5])[CH3:2].[CH2:19](B(O)O)[CH2:20][CH2:21][CH2:22][CH2:23][CH3:24].C(=O)([O-])[O-].[Na+].[Na+]>>[CH2:1]([O:3][C:4]([C:6]1[CH:7]=[C:8]2[C:13](=[CH:14][CH:15]=1)[N:12]=[CH:11][C:10]([C:16]#[N:17])=[C:9]2[CH2:19][CH2:20][CH2:21][CH2:22][CH2:23][CH3:24])=[O:5])[CH3:2] |f:2.3.4|. Procedure details: Similar procedure as described in example 46d was used, starting from 4-chloro-3-cyano-quinoline-6-carboxylic acid ethyl ester (example 46c), n-hexylboronic acid, sodium carbonate and POPd to give 3-cyano-4-hexyl-quinoline-6-carboxylic acid ethyl ester as a clear oil. LC-MS m/e 311 (MH+).